This data is from the Open Reaction Database (ORD), a public repository of structured organic reaction records. The task is: describe an organic reaction: reactants, conditions, products, and yield Reactants: C(CCCCCCC)OC1=CC=C(C(=O)O)C=C1 (p-octyloxybenzoic acid), BrBr (bromine). The solvent is O (water). The product is C(CCCCCCC)OC1=C(C=C(C(=O)O)C=C1)Br (4-octyloxy-3-bromobenzoic acid). RXN SMILES: [CH2:1]([O:9][C:10]1[CH:18]=[CH:17][C:13]([C:14]([OH:16])=[O:15])=[CH:12][CH:11]=1)[CH2:2][CH2:3][CH2:4][CH2:5][CH2:6][CH2:7][CH3:8].[Br:19]Br>O>[CH2:1]([O:9][C:10]1[CH:11]=[CH:12][C:13]([C:14]([OH:16])=[O:15])=[CH:17][C:18]=1[Br:19])[CH2:2][CH2:3][CH2:4][CH2:5][CH2:6][CH2:7][CH3:8]. Reported procedure: A 25 g (0.1 mole) amount of p-octyloxybenzoic acid was suspended in 120 ml of water. The temperature was increased to between 50° C. and 55° C. and 17.6 g (0.11 mole) of bromine were added over a period of 7 hours at that temperature. The suspended solids were then filtered and recrystallized from ethanol and pure 4-octyloxy-3-bromobenzoic acid was obtained. The reactants are ClCCl, [O-][I+3]([O-])([O-])[O-], [Na+], CC(C)(C)OC(=O)NCC1CCN(c2cccc3ccc(-c4nnc5cc(C(O)CO)ccn45)nc23)CC1. The product is CC(C)(C)OC(=O)NCC1CCN(c2cccc3ccc(-c4nnc5cc(C=O)ccn45)nc23)CC1. As a reaction SMILES: [Cl:45][CH2:46][Cl:47].[I+3:1]([O-:2])([O-:3])([O-:4])[O-:5].[Na+:6].[OH:7][CH:8]([CH2:9][OH:10])[c:11]1[cH:12][c:13]2[n:14]([cH:15][cH:16]1)[c:17](-[c:20]1[n:21][c:22]3[c:23]([N:30]4[CH2:31][CH2:32][CH:33]([CH2:36][NH:37][C:38]([O:39][C:40]([CH3:41])([CH3:42])[CH3:43])=[O:44])[CH2:34][CH2:35]4)[cH:24][cH:25][cH:26][c:27]3[cH:28][cH:29]1)[n:18][n:19]2>>[O:7]=[CH:8][c:11]1[cH:12][c:13]2[n:14]([cH:15][cH:16]1)[c:17](-[c:20]1[n:21][c:22]3[c:23]([N:30]4[CH2:31][CH2:32][CH:33]([CH2:36][NH:37][C:38]([O:39][C:40]([CH3:41])([CH3:42])[CH3:43])=[O:44])[CH2:34][CH2:35]4)[cH:24][cH:25][cH:26][c:27]3[cH:28][cH:29]1)[n:18][n:19]2.